This data is from the Open Reaction Database (ORD), a public repository of structured organic reaction records. The task is: describe an organic reaction: reactants, conditions, products, and yield Starting materials: C1CCCCC1, C1CCOC1, COC(=O)Cc1c(Cl)[nH]c2ccc(OC)cc12, COc1ccc2c(ccn2CN(C)C)c1, [Li]C(C)CC, O=S(=O)(Cl)c1ccccc1. Yields the product COc1ccc2[nH]c(Cl)cc2c1. As a reaction SMILES: [CH2:18]1[CH2:19][CH2:20][CH2:21][CH2:22][CH2:23]1.[CH2:54]1[O:55][CH2:56][CH2:57][CH2:58]1.[CH3:1][O:2][C:3](=[O:4])[CH2:17][c:5]1[c:6]([Cl:16])[nH:7][c:8]2[cH:9][cH:10][c:11]([O:14][CH3:15])[cH:12][c:13]12.[CH3:29][N:30]([CH2:31][n:32]1[c:33]2[c:34]([cH:35][c:36]([O:37][CH3:38])[cH:39][cH:40]2)[cH:41][cH:42]1)[CH3:43].[CH:24]([Li:25])([CH2:26][CH3:27])[CH3:28].[c:44]1([S:45]([Cl:46])(=[O:47])=[O:48])[cH:49][cH:50][cH:51][cH:52][cH:53]1>>[cH:5]1[c:6]([Cl:16])[nH:7][c:8]2[cH:9][cH:10][c:11]([O:14][CH3:15])[cH:12][c:13]12. Run in CN(C)C=O (DMF), CN(C)C=O (DMF), CN(C)C=O (DMF), CN(C)C=O (DMF), CN(C)C=O (DMF), CN(C)C=O (DMF). As a reaction SMILES: COC(=O)c1ccc(N)cc1OC.Cc1ccc(C(=O)O)cc1.C1CCC(CC1)N=C=NC2CCCCC2.C1=CC2=C(N=C1)N(N=N2)O.CN(C)C=O>>COC(=O)c1ccc(NC(=O)c2ccc(C)cc2)cc1OC. Product: COC(=O)c1ccc(NC(=O)c2ccc(C)cc2)cc1OC. Reaction conditions: temperature 25 celsius, time 2 hour. Yield: 15.5%. The reagents and catalysts are C1CCC(CC1)N=C=NC2CCCCC2 (DCC), C1=CC2=C(N=C1)N(N=N2)O (HOAt). The reactants are Cc1ccc(C(=O)O)cc1, COC(=O)c1ccc(N)cc1OC. Reactants: [BH4-], O=C(O)CCCC(=O)c1ccc(Cl)cc1, Cl, [Na+], [Na+], [OH-], O. Yields the product O=C(O)CCCC(O)c1ccc(Cl)cc1. Reaction SMILES: [BH4-:18].[Cl:1][c:2]1[cH:3][cH:4][c:5]([C:6](=[O:7])[CH2:8][CH2:9][CH2:10][C:11](=[O:12])[OH:13])[cH:14][cH:15]1.[ClH:20].[Na+:17].[Na+:19].[OH-:16].[OH2:21]>>[Cl:1][c:2]1[cH:3][cH:4][c:5]([CH:6]([OH:7])[CH2:8][CH2:9][CH2:10][C:11](=[O:12])[OH:13])[cH:14][cH:15]1. Reactants: CCOC(C)=O, CC(N)CO, O=C1OC(=O)c2ccccc21. Yields the product CC(CO)N1C(=O)c2ccccc2C1=O. RXN SMILES: [CH3:17][CH2:18][O:19][C:20](=[O:21])[CH3:22].[NH2:1][CH:2]([CH2:3][OH:4])[CH3:5].[O:6]=[C:7]1[O:8][C:9](=[O:10])[c:11]2[cH:12][cH:13][cH:14][cH:15][c:16]21>>[N:1]1([CH:2]([CH2:3][OH:4])[CH3:5])[C:7](=[O:6])[c:16]2[c:11]([cH:12][cH:13][cH:14][cH:15]2)[C:9]1=[O:8]. Starting materials: [C-]#N.[K+] (potassium cyanide), [I-].[K+] (potassium iodide), N1=CC(=CC=C1)CCCCCCCl (6-(3-pyridyl)hexyl chloride). Run in CN(C=O)C (dimethylformamide), O (water). Reaction conditions: temperature 100 celsius. Product: N1=CC(=CC=C1)CCCCCCC#N (3-pyridine heptanenitrile). The yield is 84.2%. Reaction SMILES: [C-:1]#[N:2].[K+].[I-].[K+].[N:6]1[CH:11]=[CH:10][CH:9]=[C:8]([CH2:12][CH2:13][CH2:14][CH2:15][CH2:16][CH2:17]Cl)[CH:7]=1>CN(C)C=O.O>[N:6]1[CH:11]=[CH:10][CH:9]=[C:8]([CH2:12][CH2:13][CH2:14][CH2:15][CH2:16][CH2:17][C:1]#[N:2])[CH:7]=1 |f:0.1,2.3|. Reported procedure: A mixture of 4.0 g of potassium cyanide, 0.85 g of potassium iodide and 10.1 g of 6-(3-pyridyl)hexyl chloride in 100 ml of dimethylformamide was heated at 100° C. overnight. The reaction mixture was diluted with 200 ml of water and was extracted with dichloromethane. The combined organic layers were washed with water, dried over potassium carbonate and were evaporated. The residue was distilled to give 8.1 g (84%) of 3-pyridine heptanenitrile.